This data is from the Open Reaction Database (ORD), a public repository of structured organic reaction records. The task is: describe an organic reaction: reactants, conditions, products, and yield Starting materials: ClC1=CC=C(C=C1)N1C2=C(N3C(C(C1=O)CC)=NN=C3C)C=CC=C2 (6-(4-chlorophenyl)-4-ethyl-1-methyl-4H-benzo[b][1,2,4]triazolo[4,3-d][1,4]diazepin-5(6H)-one), solution. Run in O1CCCC1 (tetrahydrofuran). Reaction conditions: time 12 hour. Product: ClC1=CC=C(C=C1)N1C2=C(N3C(CC1=O)=NN=C3C)C=CC=C2 (6-(4-chlorophenyl)-1-methyl-4H-benzo[b][1,2,4]triazolo[4,3-d][1,4]diazepin-5(6H)-one). The yield is 13.2%. Reaction SMILES: [Cl:1][C:2]1[CH:7]=[CH:6][C:5]([N:8]2[C:14](=[O:15])[CH:13](CC)[C:12]3=[N:18][N:19]=[C:20]([CH3:21])[N:11]3[C:10]3[CH:22]=[CH:23][CH:24]=[CH:25][C:9]2=3)=[CH:4][CH:3]=1>O1CCCC1>[Cl:1][C:2]1[CH:7]=[CH:6][C:5]([N:8]2[C:14](=[O:15])[CH2:13][C:12]3=[N:18][N:19]=[C:20]([CH3:21])[N:11]3[C:10]3[CH:22]=[CH:23][CH:24]=[CH:25][C:9]2=3)=[CH:4][CH:3]=1. Procedure details: Into a 50 mL flask evacuated and brimmed with dry nitrogen, was charged with a solution of 6-(4-chlorophenyl)-4-ethyl-1-methyl-4H-benzo[b][1,2,4]triazolo[4,3-d][1,4]diazepin-5(6H)-one (10.0 mg, 0.028 mmol) in tetrahydrofuran (5 mL). To this mixture was added borane-tetrahydrofuran complex solution (1 mol/L, 1 mL) slowly. The mixture was stirred for 12 hours at reflux, quenched by hydrochloric acid aqueous (1.0 mol/L, 1 mL) to adjust pH>7 and extracted with ethyl acetate (5 mL*3). The organic lay... Starting materials: CC(N=C=NC(C)C)C (DIC), C(C)(=O)OC(C)=O.N1=CC=CC=C1.C(Cl)Cl (acetic anhydride pyridine CH2Cl2), C=1C=CC2=C(C1)N=NN2O (HOBt), CN(C)C=O.C(Cl)Cl (DMF CH2Cl2), Boc. Run in C(Cl)Cl (CH2Cl2). Conditions: temperature 0 celsius, time 3 minute. The product is C1=CC=C2C(=C1)C(=O)C(C2=O)(O)O (ninhydrin). Reaction SMILES: C1C=CC2N([OH:10])N=NC=2C=1.CC(C)N=C=N[CH:16]([CH3:18])[CH3:17].C([O:23][C:24](=[O:26])[CH3:25])(=O)C.N1C=C[CH:30]=[CH:29][CH:28]=1.C(Cl)Cl.CN([CH:39]=[O:40])C.C(Cl)Cl>C(Cl)Cl>[CH:17]1[CH:16]=[C:18]2[C:39]([C:24]([OH:23])([OH:26])[C:25](=[O:10])[C:30]2=[CH:29][CH:28]=1)=[O:40] |f:2.3.4,5.6|. Procedure details: 2.7 g of the aminomethylated film was pre-washed in 70 ml of DMF/CH2Cl2 (1:2 v/v) for 3×3 min in a 100 ml reaction vessel on a manual SPPS shaker. 2.49 g (7 mmol) of Boc-protected 3-(4-benzhydrylamine)propionic acid and 1.07 g (7 mmol) of HOBt were dissolved in 50 ml of DMF/CH2Cl2 (1:1 v/v), and the solution was stirred in a screw-capped tube for 3 min at 0° C. A solution of 1.1 ml of DIC in 20 ml of CH2Cl2 was added, and the mixture was then stirred for 25 min at 0° C. and added to the pre-wash... Starting materials: CNS(=O)(=O)C=1C=C2CC(NC2=CC1)=O (2-oxo-2,3-dihydro-1H-indole-5-sulfonic acid methylamide), O=C1NCCC=2C1=CNC2C=O (4-oxo-4,5,6,7-tetrahydro-2H-pyrrolo[3,4-c]pyridine-1-carbaldehyde), N1CCCCC1 (piperidine). Run in C(C)O (ethanol). Run at temperature 80 celsius. Product: CNS(=O)(=O)C=1C=C2C(C(NC2=CC1)=O)=CC=1NC=C2C(NCCC21)=O (2-Oxo-3-(4-oxo-4,5,6,7-tetrahydro-2H-pyrrolo[3,4-c]pyridin-1-ylmethylene)-2,3-dihydro-1H-indole-5-sulfonic Acid Methylamide). Isolated yield 44.8%. RXN SMILES: [CH3:1][NH:2][S:3]([C:6]1[CH:7]=[C:8]2[C:12](=[CH:13][CH:14]=1)[NH:11][C:10](=[O:15])[CH2:9]2)(=[O:5])=[O:4].[O:16]=[C:17]1[C:22]2=[CH:23][NH:24][C:25]([CH:26]=O)=[C:21]2[CH2:20][CH2:19][NH:18]1.N1CCCCC1>C(O)C>[CH3:1][NH:2][S:3]([C:6]1[CH:7]=[C:8]2[C:12](=[CH:13][CH:14]=1)[NH:11][C:10](=[O:15])[C:9]2=[CH:26][C:25]1[NH:24][CH:23]=[C:22]2[C:21]=1[CH2:20][CH2:19][NH:18][C:17]2=[O:16])(=[O:5])=[O:4]. Reported procedure: A mixture of 2-oxo-2,3-dihydro-1H-indole-5-sulfonic acid methylamide (66 mg, 0.3 mmol), 4-oxo-4,5,6,7-tetrahydro-2H-pyrrolo[3,4-c]pyridine-1-carbaldehyde (50 mg, 0.3 mmol) and 0.1 mL of piperidine in ethanol (1 mL) was heated in a sealed tube at 80° C. for 4 hours. The precipitate was collected by vacuum filtration, washed with cold ethanol and dried to give 50 mg (45%) of the title compound. Reactants: C(C1=CC=C(C(=O)OC)C=C1)(=O)OC (dimethyl terephthalate), C(C(CO)(CO)N)O (tris(hydroxymethyl) aminomethane). Run in CO (methanol). Product: OCC(CO)(CO)NC(C1=CC=C(C(=O)NC(CO)(CO)CO)C=C1)=O (N,N'-bis[1,1-bis(hydroxymethyl)-2-hydroxyethyl]terephthalamide). RXN SMILES: [C:1]([O:13]C)(=O)[C:2]1[CH:11]=[CH:10][C:5]([C:6]([O:8]C)=O)=[CH:4][CH:3]=1.[CH2:15]([OH:22])[C:16]([NH2:21])([CH2:19][OH:20])[CH2:17][OH:18]>CO>[OH:22][CH2:15][C:16]([NH:21][C:6](=[O:8])[C:5]1[CH:4]=[CH:3][C:2]([C:1]([NH:21][C:16]([CH2:19][OH:20])([CH2:17][OH:18])[CH2:15][OH:22])=[O:13])=[CH:11][CH:10]=1)([CH2:19][OH:20])[CH2:17][OH:18]. Reported procedure: In a 1-liter, three-neck, round-bottom flask equipped with a thermometer, stirrer and condenser were placed 194 g (1.0 mole) of dimethyl terephthalate, 242 g (2.0 mole) tris(hydroxymethyl) aminomethane and 1 liter of methanol. The mixture was refluxed for 8 hours and then allowed to cool. The title compound crystallized and was removed by filtration and dried. The melting point was 188°-190° C. Starting materials: ClCCl, O=C(O)C(F)(F)F, C#CCC(NC(=O)OC(C)(C)C)c1ccccc1. Yields the product C#CCC(N)c1ccccc1. Reaction SMILES: [Cl:26][CH2:27][Cl:28].[OH:19][C:20]([C:21]([F:22])([F:23])[F:24])=[O:25].[c:1]1([CH:7]([CH2:8][C:9]#[CH:10])[NH:11][C:12](=[O:13])[O:14][C:15]([CH3:16])([CH3:17])[CH3:18])[cH:2][cH:3][cH:4][cH:5][cH:6]1>>[c:1]1([CH:7]([CH2:8][C:9]#[CH:10])[NH2:11])[cH:2][cH:3][cH:4][cH:5][cH:6]1.